This data is from the Open Reaction Database (ORD), a public repository of structured organic reaction records. The task is: describe an organic reaction: reactants, conditions, products, and yield The reactants are C(C1=CC=CC=C1)NC([C@H](NC(C)=O)COC(C)(C)C)=O (N-benzyl-O-tert-butyl-N2-acetyl-D-serinamide), Cl (HCl). Run in ClCCl (dichloromethane). Conditions: time 2 hour. The product is C(C1=CC=CC=C1)NC([C@H](NC(C)=O)CO)=O (N-benzyl-N2-acetyl-D-serinamide). The yield is 52.0%. As a reaction SMILES: [CH2:1]([NH:8][C:9](=[O:21])[C@@H:10]([CH2:15][O:16]C(C)(C)C)[NH:11][C:12](=[O:14])[CH3:13])[C:2]1[CH:7]=[CH:6][CH:5]=[CH:4][CH:3]=1.Cl>ClCCl>[CH2:1]([NH:8][C:9](=[O:21])[C@@H:10]([CH2:15][OH:16])[NH:11][C:12](=[O:14])[CH3:13])[C:2]1[CH:3]=[CH:4][CH:5]=[CH:6][CH:7]=1. Reported procedure: To a solution of N-benzyl-O-tert-butyl-N2-acetyl-D-serinamide (0.5 g) and dichloromethane (10 mL), aq. HCl 35% (5 mL) was added. The solution was stirred for 2 hours at room temperature for completion of reaction and after workup and crystallization gave solid 0.21 g N-benzyl-N2-acetyl-D-serinamide. The reactants are ClC(Cl)(Cl)Cl, COC(=O)C(=C(C)C)N1C(=O)C(C(C)OC(=O)OCc2ccc([N+](=O)[O-])cc2)C1SC, Cl, ClCCl. Product: COC(=O)C(=C(C)C)N1C(=O)C(C(C)OC(=O)OCc2ccc([N+](=O)[O-])cc2)C1Cl. RXN SMILES: [C:36]([Cl:37])([Cl:38])([Cl:39])[Cl:40].[CH3:1][C:2](=[C:3]([C:4](=[O:5])[O:6][CH3:7])[N:8]1[C:9](=[O:30])[CH:10]([CH:14]([CH3:15])[O:16][C:17](=[O:18])[O:19][CH2:20][c:21]2[cH:22][cH:23][c:24]([N+:27](=[O:28])[O-:29])[cH:25][cH:26]2)[CH:11]1[S:12][CH3:13])[CH3:31].[Cl:32].[Cl:33][CH2:34][Cl:35]>>[CH3:1][C:2](=[C:3]([C:4](=[O:5])[O:6][CH3:7])[N:8]1[C:9](=[O:30])[CH:10]([CH:14]([CH3:15])[O:16][C:17](=[O:18])[O:19][CH2:20][c:21]2[cH:22][cH:23][c:24]([N+:27](=[O:28])[O-:29])[cH:25][cH:26]2)[CH:11]1[Cl:33])[CH3:31]. Starting materials: CC1=NC(=CC(=N1)C1=C(N=C(S1)N)C)C (5-(2,6-dimethyl-pyrimidin-4-yl)-4-methyl-thiazol-2-ylamine), CN(CCN(C1=NC(=CC(=N1)C1=C(N=C(S1)NC(C)=O)C)C)C)C (N-(5-{2-[(2-Dimethylamino-ethyl)-methyl-amino]-6-methyl-pyrimidin-4-yl}-4-methyl-thiazol-2-yl)-acetamide). Yields the product CC1=NC(=CC(=N1)C1=C(N=C(S1)NC(C)=O)C)C (N-[5-(2,6-Dimethyl-pyrimidin-4-yl)-4-methyl-thiazol-2-yl]-acetamide). As a reaction SMILES: [CH3:1][C:2]1[N:7]=[C:6]([C:8]2[S:12][C:11]([NH2:13])=[N:10][C:9]=2[CH3:14])[CH:5]=[C:4]([CH3:15])[N:3]=1.CN(C)CCN(C)C1N=C(C2SC(N[C:33](=[O:35])[CH3:34])=NC=2C)C=C(C)N=1>>[CH3:1][C:2]1[N:7]=[C:6]([C:8]2[S:12][C:11]([NH:13][C:33](=[O:35])[CH3:34])=[N:10][C:9]=2[CH3:14])[CH:5]=[C:4]([CH3:15])[N:3]=1. Reported procedure: This is prepared by acylating 5-(2,6-dimethyl-pyrimidin-4-yl)-4-methyl-thiazol-2-ylamine (intermediate AF) using the procedure described for N-(5-{2-[(2-dimethylamino-ethyl)-methyl-amino]-6-methyl-pyrimidin-4-yl}-4-methyl-thiazol-2-yl)-acetamide (Example 39, step 2). The reactants are C(C1=CC=CC=C1)OC=1N=NC=C2C1NC(=C2C)C (7-benzyloxy-2,3-dimethylpyrrolo[2,3-d]pyridazine), ClC=C(CCl)Cl (1,2,3-trichloro-1-propene). Product: C(C1=CC=CC=C1)OC=1N=NC=C2C1N(C(=C2C)C)CC(=CCl)Cl (7-Benzyloxy-1-(2,3-dichloro-2-propenyl)-2,3-dimethylpyrrolo[2,3-d]pyridazine). Yield: 8.0%. RXN SMILES: [CH2:1]([O:8][C:9]1[N:10]=[N:11][CH:12]=[C:13]2[C:17]([CH3:18])=[C:16]([CH3:19])[NH:15][C:14]=12)[C:2]1[CH:7]=[CH:6][CH:5]=[CH:4][CH:3]=1.[Cl:20][CH:21]=[C:22]([Cl:25])[CH2:23]Cl>>[CH2:1]([O:8][C:9]1[N:10]=[N:11][CH:12]=[C:13]2[C:17]([CH3:18])=[C:16]([CH3:19])[N:15]([CH2:23][C:22]([Cl:25])=[CH:21][Cl:20])[C:14]=12)[C:2]1[CH:3]=[CH:4][CH:5]=[CH:6][CH:7]=1. Reported procedure: The title compound was prepared as ocherous powdery crystals in 8.0% yield in a similar procedure to that described in Example 41 by using 7-benzyloxy-2,3-dimethylpyrrolo[2,3-d]pyridazine and 1,2,3-trichloro-1-propene. Reactants: C(#N)N=C1SCCN1 (2-cyanimino-thiazolidine), ClC1=CC=C(CCl)C=C1 (4-chlorobenzyl chloride), C([O-])([O-])=O.[K+].[K+] (potassium carbonate). Run in CC(=O)C (acetone). Yields the product C(#N)N=C1SCCN1CC1=CC=C(C=C1)Cl (2-cyanimino-3(4-chlorobenzyl)-thiazolidine). Isolated yield 82.9%. RXN SMILES: [C:1]([N:3]=[C:4]1[NH:8][CH2:7][CH2:6][S:5]1)#[N:2].[Cl:9][C:10]1[CH:17]=[CH:16][C:13]([CH2:14]Cl)=[CH:12][CH:11]=1.C(=O)([O-])[O-].[K+].[K+]>CC(C)=O>[C:1]([N:3]=[C:4]1[N:8]([CH2:14][C:13]2[CH:16]=[CH:17][C:10]([Cl:9])=[CH:11][CH:12]=2)[CH2:7][CH2:6][S:5]1)#[N:2] |f:2.3.4|. Reported procedure: 3,82 g (30 moles) of 2-cyanimino-thiazolidine, 4.9 g (30 mmoles) of 4-chlorobenzyl chloride and 4.3 g of anhydrous potassium carbonate are boiled in 100 ml of acetone for 5 hours. The inorganic salt is filtered off and the acetonic solution is evaporated. The residue is crystallized from 40 ml of isopropanol to yield 6.26 g (83%) of 2-cyanimino-3(4-chlorobenzyl)-thiazolidine, melting at 131° to 133° C. The product is isolated by filtration. Reactants: Clc1ncnc2[nH]cnc12, O=C(C=Cc1cccc(O)c1)Nc1ccc(Cl)c(C(F)(F)F)c1, C1CN2CCN1CC2. Yields the product O=C(C=Cc1cccc(Oc2ncnc3[nH]cnc23)c1)Nc1ccc(Cl)c(C(F)(F)F)c1. As a reaction SMILES: [Cl:32][c:33]1[c:34]2[n:35][cH:36][nH:37][c:38]2[n:39][cH:40][n:41]1.[Cl:9][c:10]1[c:11]([C:28]([F:29])([F:30])[F:31])[cH:12][c:13]([NH:16][C:17]([CH:18]=[CH:19][c:20]2[cH:21][c:22]([OH:26])[cH:23][cH:24][cH:25]2)=[O:27])[cH:14][cH:15]1.[N:1]12[CH2:2][CH2:3][N:4]([CH2:5][CH2:6]1)[CH2:7][CH2:8]2>>[Cl:9][c:10]1[c:11]([C:28]([F:29])([F:30])[F:31])[cH:12][c:13]([NH:16][C:17]([CH:18]=[CH:19][c:20]2[cH:21][c:22]([O:26][c:33]3[c:34]4[n:35][cH:36][nH:37][c:38]4[n:39][cH:40][n:41]3)[cH:23][cH:24][cH:25]2)=[O:27])[cH:14][cH:15]1.